From a dataset of the Open Reaction Database (ORD), a public repository of structured organic reaction records. describe an organic reaction: reactants, conditions, products, and yield Reactants: CCCCCCCCCCCCSCCO, CCOC(C)=O, CCCCCC, CCOC(=O)N=NC(=O)OCC, COC(=O)CCc1ccc(O)cc1, c1ccc(P(c2ccccc2)c2ccccc2)cc1, c1ccccc1. RXN SMILES: [CH2:14]([CH2:15][CH2:16][CH2:17][CH2:18][CH2:19][CH2:20][CH2:21][CH2:22][CH2:23][CH2:24][CH3:25])[S:26][CH2:27][CH2:28][OH:29].[CH3:67][CH2:68][O:69][C:70](=[O:71])[CH3:72].[CH3:73][CH2:74][CH2:75][CH2:76][CH2:77][CH3:78].[O:49]=[C:50]([O:51][CH2:52][CH3:53])[N:54]=[N:55][C:56]([O:57][CH2:58][CH3:59])=[O:60].[OH:1][c:2]1[cH:3][cH:4][c:5]([CH2:8][CH2:9][C:10](=[O:11])[O:12][CH3:13])[cH:6][cH:7]1.[c:30]1([P:31]([c:32]2[cH:33][cH:34][cH:35][cH:36][cH:37]2)[c:38]2[cH:39][cH:40][cH:41][cH:42][cH:43]2)[cH:44][cH:45][cH:46][cH:47][cH:48]1.[cH:61]1[cH:62][cH:63][cH:64][cH:65][cH:66]1>>[O:1]([c:2]1[cH:3][cH:4][c:5]([CH2:8][CH2:9][C:10](=[O:11])[O:12][CH3:13])[cH:6][cH:7]1)[CH2:28][CH2:27][S:26][CH2:14][CH2:15][CH2:16][CH2:17][CH2:18][CH2:19][CH2:20][CH2:21][CH2:22][CH2:23][CH2:24][CH3:25]. The product is CCCCCCCCCCCCSCCOc1ccc(CCC(=O)OC)cc1. The reactants are S(=O)(=O)([O-])[O-].[Na+].[Na+] (sodium sulfate), [Cl-].NO (hydroxylamine chloride), ClC(C(O)O)(Cl)Cl (chloral hydrate), FC1=C(C=C(N)C=C1)OC (4-fluoro-3-methoxyaniline). Solvent: O (water), Cl (hydrochloric acid). Run at temperature 55 celsius. The product is FC1=C(C=C(C=C1)NC(C=NO)=O)OC (N-(4-Fluoro-3-methoxyphenyl)-2-(hydroxyimino)ethanamide). Reaction SMILES: S([O-])([O-])(=O)=O.[Na+].[Na+].[Cl-].[NH2:9][OH:10].Cl[C:12](Cl)(Cl)[CH:13]([OH:15])O.[F:18][C:19]1[CH:25]=[CH:24][C:22]([NH2:23])=[CH:21][C:20]=1[O:26][CH3:27]>O.Cl>[F:18][C:19]1[CH:25]=[CH:24][C:22]([NH:23][C:13](=[O:15])[CH:12]=[N:9][OH:10])=[CH:21][C:20]=1[O:26][CH3:27] |f:0.1.2,3.4|. Reported procedure: 118.4 g of sodium sulfate, 26.3 g of hydroxylamine chloride and 20.89 g of chloral hydrate are added, in this order, to a suspension of 14.7 g of 4-fluoro-3-methoxyaniline in 695 ml of water and 35 ml of 2N hydrochloric acid. The reaction mixture is heated at 55° C. for 6 hours. It is cooled to approximately 15° C. The expected compound is obtained and is filtered off, washed and dried. The reactants are CCN(C(C)C)C(C)C, O=S(=O)(CCCCCCCl)NC1CC1, Clc1ccc(C(c2ccccn2)N2CCNCC2)cc1. Yields the product O=S(=O)(CCCCCCN1CCN(C(c2ccc(Cl)cc2)c2ccccn2)CC1)NC1CC1. RXN SMILES: [CH2:35]([N:36]([CH:37]([CH3:38])[CH3:39])[CH:40]([CH3:41])[CH3:42])[CH3:43].[CH:21]1([NH:24][S:25](=[O:26])(=[O:27])[CH2:28][CH2:29][CH2:30][CH2:31][CH2:32][CH2:33][Cl:34])[CH2:22][CH2:23]1.[Cl:1][c:2]1[cH:3][cH:4][c:5]([CH:8]([N:9]2[CH2:10][CH2:11][NH:12][CH2:13][CH2:14]2)[c:15]2[n:16][cH:17][cH:18][cH:19][cH:20]2)[cH:6][cH:7]1>>[Cl:1][c:2]1[cH:3][cH:4][c:5]([CH:8]([N:9]2[CH2:10][CH2:11][N:12]([CH2:33][CH2:32][CH2:31][CH2:30][CH2:29][CH2:28][S:25]([NH:24][CH:21]3[CH2:22][CH2:23]3)(=[O:26])=[O:27])[CH2:13][CH2:14]2)[c:15]2[n:16][cH:17][cH:18][cH:19][cH:20]2)[cH:6][cH:7]1. The reactants are CN1CCN(C(=O)c2ccc(Br)cc2)CC1, O=C([O-])[O-], O=C(C=Cc1ccccc1)C=Cc1ccccc1, O=C(C=Cc1ccccc1)C=Cc1ccccc1, O=C(C=Cc1ccccc1)C=Cc1ccccc1, COc1ccc(Cl)c(-c2cc(C)c3nc(N)nnc3c2)c1, [Cs+], [Cs+], [Pd], [Pd], CC1(C)c2cccc(P(c3ccccc3)c3ccccc3)c2Oc2c(P(c3ccccc3)c3ccccc3)cccc21. Yields the product COc1ccc(Cl)c(-c2cc(C)c3nc(Nc4ccc(C(=O)N5CCN(C)CC5)cc4)nnc3c2)c1. RXN SMILES: [Br:22][c:23]1[cH:24][cH:25][c:26]([C:29](=[O:30])[N:31]2[CH2:32][CH2:33][N:34]([CH3:37])[CH2:35][CH2:36]2)[cH:27][cH:28]1.[C:38](=[O:39])([O-:40])[O-:41].[CH:106](=[CH:107][C:108]([CH:109]=[CH:110][c:111]1[cH:112][cH:113][cH:114][cH:115][cH:116]1)=[O:117])[c:118]1[cH:119][cH:120][cH:121][cH:122][cH:123]1.[CH:124](=[CH:125][C:126]([CH:127]=[CH:128][c:129]1[cH:130][cH:131][cH:132][cH:133][cH:134]1)=[O:135])[c:136]1[cH:137][cH:138][cH:139][cH:140][cH:141]1.[CH:88](=[CH:89][C:90]([CH:91]=[CH:92][c:93]1[cH:94][cH:95][cH:96][cH:97][cH:98]1)=[O:99])[c:100]1[cH:101][cH:102][cH:103][cH:104][cH:105]1.[Cl:1][c:2]1[c:3](-[c:10]2[cH:11][c:12]3[c:13]([n:14][c:15]([NH2:18])[n:16][n:17]3)[c:19]([CH3:21])[cH:20]2)[cH:4][c:5]([O:8][CH3:9])[cH:6][cH:7]1.[Cs+:42].[Cs+:43].[Pd:86].[Pd:87].[c:44]1([P:45]([c:46]2[cH:47][cH:48][cH:49][cH:50][cH:51]2)[c:52]2[c:53]3[c:77]([cH:78][cH:79][cH:80]2)[C:74]([CH3:75])([CH3:76])[c:56]2[c:55]([c:60]([P:61]([c:62]4[cH:63][cH:64][cH:65][cH:66][cH:67]4)[c:68]4[cH:69][cH:70][cH:71][cH:72][cH:73]4)[cH:59][cH:58][cH:57]2)[O:54]3)[cH:81][cH:82][cH:83][cH:84][cH:85]1>>[Cl:1][c:2]1[c:3](-[c:10]2[cH:11][c:12]3[c:13]([n:14][c:15]([NH:18][c:23]4[cH:24][cH:25][c:26]([C:29](=[O:30])[N:31]5[CH2:32][CH2:33][N:34]([CH3:37])[CH2:35][CH2:36]5)[cH:27][cH:28]4)[n:16][n:17]3)[c:19]([CH3:21])[cH:20]2)[cH:4][c:5]([O:8][CH3:9])[cH:6][cH:7]1.